Dataset: the Open Reaction Database (ORD), a public repository of structured organic reaction records. Task: describe an organic reaction: reactants, conditions, products, and yield The reactants are Cc1[nH]cnc1CSCCN, CCO, COc1cc(Cc2cnc(N[N+](=O)[O-])[nH]c2=O)ccn1. The product is COc1cc(Cc2cnc(NCCSCc3nc[nH]c3C)[nH]c2=O)ccn1. RXN SMILES: [CH3:21][c:22]1[c:23]([CH2:27][S:28][CH2:29][CH2:30][NH2:31])[n:24][cH:25][nH:26]1.[CH3:32][CH2:33][OH:34].[N+:1]([O-:2])(=[O:3])[NH:4][c:5]1[n:6][cH:7][c:8]([CH2:12][c:13]2[cH:14][c:15]([O:19][CH3:20])[n:16][cH:17][cH:18]2)[c:9](=[O:11])[nH:10]1>>[NH:4]([c:5]1[n:6][cH:7][c:8]([CH2:12][c:13]2[cH:14][c:15]([O:19][CH3:20])[n:16][cH:17][cH:18]2)[c:9](=[O:11])[nH:10]1)[CH2:30][CH2:29][S:28][CH2:27][c:23]1[c:22]([CH3:21])[nH:26][cH:25][n:24]1. Starting materials: C1(=CC=CC=C1)C(C1=CC=CC=C1)(C1=CC=CC=C1)NC1C(NC1SCC#CC)=O (3-(Triphenylmethylamino)-4-(but-2-ynylthio)azetidin-2-one), C(C=O)(=O)OC(C)(C)C (t-butyl glyoxalate), O (water). Run in C1=CC=CC=C1 (benzene). The product is OC(C(=O)OC(C)(C)C)N1C(C(C1SCC#CC)NC(C1=CC=CC=C1)(C1=CC=CC=C1)C1=CC=CC=C1)=O (1-(1-hydroxy-1-t-butoxycarbonylmethyl)-3-(triphenylmethylamino)-4-(but-2-ynylthio)azetidin-2-one). Isolated yield 72.2%. RXN SMILES: [C:1]1([C:7]([NH:20][CH:21]2[CH:24]([S:25][CH2:26][C:27]#[C:28][CH3:29])[NH:23][C:22]2=[O:30])([C:14]2[CH:19]=[CH:18][CH:17]=[CH:16][CH:15]=2)[C:8]2[CH:13]=[CH:12][CH:11]=[CH:10][CH:9]=2)[CH:6]=[CH:5][CH:4]=[CH:3][CH:2]=1.[C:31]([O:35][C:36]([CH3:39])([CH3:38])[CH3:37])(=[O:34])[CH:32]=[O:33].O>C1C=CC=CC=1>[OH:33][CH:32]([N:23]1[CH:24]([S:25][CH2:26][C:27]#[C:28][CH3:29])[CH:21]([NH:20][C:7]([C:14]2[CH:19]=[CH:18][CH:17]=[CH:16][CH:15]=2)([C:1]2[CH:6]=[CH:5][CH:4]=[CH:3][CH:2]=2)[C:8]2[CH:13]=[CH:12][CH:11]=[CH:10][CH:9]=2)[C:22]1=[O:30])[C:31]([O:35][C:36]([CH3:39])([CH3:38])[CH3:37])=[O:34]. Procedure details: 3-(Triphenylmethylamino)-4-(but-2-ynylthio)azetidin-2-one (1.03g) and t-butyl glyoxalate (3.3g) were refluxed in dry benzene (50ml) with provision for the removal of water. After one hour the benzene solution was washed 5 times with water, dried and evaporated. Chromatography of the residue on silica --H gave 1-(1-hydroxy-1-t-butoxycarbonylmethyl)-3-(triphenylmethylamino)-4-(but-2-ynylthio)azetidin-2-one as an amorphous white solid (0.978 g).